This data is from the Open Reaction Database (ORD), a public repository of structured organic reaction records. The task is: describe an organic reaction: reactants, conditions, products, and yield Starting materials: Cc1ccccc1, CC#CCn1c(N2CCCC(NC(=O)OC(C)(C)C)C2)nc2c1c(=O)n(Cc1ccc(C=O)o1)c(=O)n2C, NOS(=O)(=O)O, c1ccncc1. Product: CC#CCn1c(N2CCCC(NC(=O)OC(C)(C)C)C2)nc2c1c(=O)n(Cc1ccc(C#N)o1)c(=O)n2C. Reaction SMILES: [CH3:51][c:52]1[cH:53][cH:54][cH:55][cH:56][cH:57]1.[CH:1](=[O:2])[c:3]1[cH:4][cH:5][c:6]([CH2:8][n:9]2[c:10](=[O:11])[n:12]([CH3:38])[c:13]3[n:14][c:15]([N:24]4[CH2:25][CH:26]([NH:30][C:31](=[O:32])[O:33][C:34]([CH3:35])([CH3:36])[CH3:37])[CH2:27][CH2:28][CH2:29]4)[n:16]([CH2:20][C:21]#[C:22][CH3:23])[c:17]3[c:18]2=[O:19])[o:7]1.[NH2:39][O:40][S:41]([OH:42])(=[O:43])=[O:44].[cH:45]1[cH:46][cH:47][n:48][cH:49][cH:50]1>>[C:1]([c:3]1[cH:4][cH:5][c:6]([CH2:8][n:9]2[c:10](=[O:11])[n:12]([CH3:38])[c:13]3[n:14][c:15]([N:24]4[CH2:25][CH:26]([NH:30][C:31](=[O:32])[O:33][C:34]([CH3:35])([CH3:36])[CH3:37])[CH2:27][CH2:28][CH2:29]4)[n:16]([CH2:20][C:21]#[C:22][CH3:23])[c:17]3[c:18]2=[O:19])[o:7]1)#[N:39]. Starting materials: C1=CCCC1 (cyclopentene), Rh(Pφ3)3Cl, C(C)(C)(C)OO (t-butyl hydroperoxide). Product: C1(C=CCC1)O (2-cyclopentenol), C1(C=CCC1)=O (2-cyclopentenone). The yield is 10.0%. Reaction SMILES: [C:1]([O:5]O)(C)([CH3:3])[CH3:2].[CH:7]1[CH2:11][CH2:10][CH2:9][CH:8]=1>>[CH:1]1([OH:5])[CH2:3][CH2:8][CH:7]=[CH:2]1.[C:7]1(=[O:5])[CH2:11][CH2:10][CH:9]=[CH:8]1. Procedure details: East German Pat. No. 81650 issued on May 5, 1971 discloses the use of Rh(Pφ3)3Cl and a large amount of t-butyl hydroperoxide (with oxygen) for the oxidation of cyclopentene at 45° C. This reaction was slow giving 2-cyclopentenol in 7% yield along with 10% of 2-cyclopentenone. Starting materials: COC(=O)c1c[nH]c(-c2ccc(OCC(O)CNC(C)(C)C)cc2)n1, CO, N. The product is CC(C)(C)NCC(O)COc1ccc(-c2nc(C(N)=O)c[nH]2)cc1. RXN SMILES: [C:1]([CH3:2])([CH3:3])([CH3:4])[NH:5][CH2:6][CH:7]([CH2:8][O:9][c:10]1[cH:11][cH:12][c:13](-[c:16]2[nH:17][cH:18][c:19]([C:21]([O:23][CH3:22])=[O:24])[n:20]2)[cH:14][cH:15]1)[OH:25].[CH3:27][OH:28].[NH3:26]>>[C:1]([CH3:2])([CH3:3])([CH3:4])[NH:5][CH2:6][CH:7]([CH2:8][O:9][c:10]1[cH:11][cH:12][c:13](-[c:16]2[nH:17][cH:18][c:19]([C:21](=[O:23])[NH2:26])[n:20]2)[cH:14][cH:15]1)[OH:25].